From a dataset of the Open Reaction Database (ORD), a public repository of structured organic reaction records. describe an organic reaction: reactants, conditions, products, and yield Starting materials: C1(=CC=C(C2=CC=CC=C12)C(=O)OC)C(=O)OC (dimethyl naphthaline-1,4-dicarboxylate), NC(=N)N (guanidine). The solvent is C(C)(C)O (isopropanol). Yields the product C1(=CC=C(C2=CC=CC=C12)C(=O)O)C(=O)O (naphthaline-1,4-dicarboxylic acid). The yield is 42.4%. Reaction SMILES: [C:1]1([C:15]([O:17]C)=[O:16])[C:10]2[C:5](=[CH:6][CH:7]=[CH:8][CH:9]=2)[C:4]([C:11]([O:13]C)=[O:12])=[CH:3][CH:2]=1.NC(N)=N>C(O)(C)C>[C:1]1([C:15]([OH:17])=[O:16])[C:10]2[C:5](=[CH:6][CH:7]=[CH:8][CH:9]=2)[C:4]([C:11]([OH:13])=[O:12])=[CH:3][CH:2]=1. Procedure: 1.2 g of dimethyl naphthaline-1,4-dicarboxylate and 3 g of guanidine are dissolved in 10 ml of anhydrous isopropanol and the solution is boiled under reflux for 4 h. The solvent is removed in vacuo, the residue is slurried with water and the product is filtered off. 450 mg of naphthaline-1,4-dicarboxylic acid diguanidide are obtained; m.p.: 270° C. (Decomposition); Rf (acetone/water 10:1)=0.14; MS (FAB):299 (M+H)+.